Dataset: the Open Reaction Database (ORD), a public repository of structured organic reaction records. Task: describe an organic reaction: reactants, conditions, products, and yield Reactants: CC(C)(C#N)Nc1cccnc1N1CCN(Cc2ccccc2)CC1, CCOCC, [Li]C, C1CCOC1. The product is CC(C)(C)Nc1cccnc1N1CCN(Cc2ccccc2)CC1. RXN SMILES: [CH2:8]([c:9]1[cH:10][cH:11][cH:12][cH:13][cH:14]1)[N:15]1[CH2:16][CH2:17][N:18]([c:21]2[n:22][cH:23][cH:24][cH:25][c:26]2[NH:27][C:28]([CH3:29])([CH3:30])[C:31]#[N:32])[CH2:19][CH2:20]1.[CH3:33][CH2:34][O:35][CH2:36][CH3:37].[Li:1][CH3:2].[O:3]1[CH2:4][CH2:5][CH2:6][CH2:7]1>>[CH2:8]([c:9]1[cH:10][cH:11][cH:12][cH:13][cH:14]1)[N:15]1[CH2:16][CH2:17][N:18]([c:21]2[n:22][cH:23][cH:24][cH:25][c:26]2[NH:27][C:28]([CH3:29])([CH3:30])[CH3:31])[CH2:19][CH2:20]1. The reactants are C(C)(C)(C)OC(NC1CCN(CC1)C[C@@]12C3=CC=CC=C3[C@@H](C=3C=CC(=CC13)Cl)C2)=O (t-butyl-N-(1-[(9S,10S)-2-chloro-9,10-dihydro-9,10-methanoanthracen-9-ylmethyl]-4-piperidyl)carbamate), FC(C(=O)O)(F)F (trifluoroacetic acid), [OH-].[Na+] (sodium hydroxide). Run in C(Cl)Cl (methylene chloride), C(Cl)Cl (methylene chloride). Run at time 18 hour. The product is NC1CCN(CC1)C(=O)[C@@]12C3=CC=CC=C3[C@@H](C=3C=CC(=CC13)Cl)C2 (4-Amino-1-[(9S,10S)-2-chloro-9,10-dihydro-9,10-methanoanthracen-9-yl-carbonyl]piperidine). The yield is 100.0%. Reaction SMILES: C(OC(=O)[NH:7][CH:8]1[CH2:13][CH2:12][N:11]([CH2:14][C@:15]23[CH2:30][C@H:22]([C:23]4[CH:24]=[CH:25][C:26]([Cl:29])=[CH:27][C:28]=42)[C:21]2[C:16]3=[CH:17][CH:18]=[CH:19][CH:20]=2)[CH2:10][CH2:9]1)(C)(C)C.FC(F)(F)C(O)=[O:35].[OH-].[Na+]>C(Cl)Cl>[NH2:7][CH:8]1[CH2:13][CH2:12][N:11]([C:14]([C@:15]23[CH2:30][C@H:22]([C:23]4[CH:24]=[CH:25][C:26]([Cl:29])=[CH:27][C:28]=42)[C:21]2[C:16]3=[CH:17][CH:18]=[CH:19][CH:20]=2)=[O:35])[CH2:10][CH2:9]1 |f:2.3|. Procedure details: To a stirred solution of t-butyl-N-(1-[(9S,10S)-2-chloro-9,10-dihydro-9,10-methanoanthracen-9-ylmethyl]-4-piperidyl)carbamate produced in Example 1b (1.24 g, 2.74 mmol) in methylene chloride (15 mL) was added trifluoroacetic acid (2.11 mL, 27.37 mmol). After stirring the resulting mixture for 18 h, the reaction was concentrated to give a pale pink syrup. The syrup was dissolved in methylene chloride (100 mL), cooled to 0 C. (ice bath) and treated with 3N sodium hydroxide and extracted with methy... Starting materials: CC1(OB(OC1(C)C)C1=CC=2C=C3N(C2C=C1)CCC3=CC(=O)OC(C)(C)C)C (tert-butyl 2-(7-(4,4,5,5-tetramethyl-1,3,2-dioxaborolan-2-yl)-2,3-dihydro-1H-pyrrolo[1,2-a]indol-1-ylidene)acetate), aqueous solution, [OH-].[Na+] (sodium hydroxide), OO (hydrogen peroxide), Cl (HCl). The solvent is C1CCOC1 (THF). Yields the product OC1=CC=2C=C3N(C2C=C1)CCC3=CC(=O)OC(C)(C)C (tert-Butyl 2-(7-Hydroxy-2,3-dihydro-1H-pyrrolo[1,2-a]indol-1-ylidene)acetate). Isolated yield 78.1%. Reaction SMILES: CC1(C)C(C)(C)OB([C:9]2[CH:17]=[CH:16][C:15]3[N:14]4[CH2:18][CH2:19][C:20](=[CH:21][C:22]([O:24][C:25]([CH3:28])([CH3:27])[CH3:26])=[O:23])[C:13]4=[CH:12][C:11]=3[CH:10]=2)O1.[OH-:30].[Na+].OO.Cl>C1COCC1>[OH:30][C:9]1[CH:17]=[CH:16][C:15]2[N:14]3[CH2:18][CH2:19][C:20](=[CH:21][C:22]([O:24][C:25]([CH3:28])([CH3:27])[CH3:26])=[O:23])[C:13]3=[CH:12][C:11]=2[CH:10]=1 |f:1.2|. Procedure details: To a solution of tert-butyl 2-(7-(4,4,5,5-tetramethyl-1,3,2-dioxaborolan-2-yl)-2,3-dihydro-1H-pyrrolo[1,2-a]indol-1-ylidene)acetate (330 mg, 0.835 mmol) in THF (10 mL) was added a 2.0 M aqueous solution of sodium hydroxide (4.17 mL, 8.35 mmol). Then was added dropwise hydrogen peroxide (30 wt % aqueous solution, 0.853 mL, 8.35 mmol). The mixture was stirred at 23° C. for 25 min before 0.5 M HCl (50 mL) was added. The resulting mixture was extracted with dichloromethane (2×35 mL). The combined or...